Dataset: the Open Reaction Database (ORD), a public repository of structured organic reaction records. Task: describe an organic reaction: reactants, conditions, products, and yield The reactants are CN(C1=CC(=C(C=N1)C=1N=C(C(=NC1CC)N[C@@H]1CN(C[C@@H]1OCC)C(=O)OCC1=CC=CC=C1)CC)C)C (benzyl (3R,4S)-3-({5-[6-(dimethylamino)-4-methylpyridin-3-yl]-3,6-diethylpyrazin-2-yl}amino)-4-ethoxypyrrolidine-1-carboxylate), COC1=CC=C(C(=N1)C)B(O)O (6-methoxy-2-methylpyridin-3-ylboronic acid). The product is C(C)C=1C(=NC(=C(N1)C=1C(=NC(=CC1)OC)C)CC)N[C@@H]1CN(C[C@@H]1OCC)C(=O)OCC1=CC=CC=C1 (benzyl (3R,4S)-3-{[3,6-diethyl-5-(6-methoxy-2-methylpyridin-3-yl)pyrazin-2-yl]amino}-4-ethoxypyrrolidine-1-carboxylate). As a reaction SMILES: CN(C)C1N=CC([C:9]2[N:10]=[C:11]([CH2:36][CH3:37])[C:12]([NH:17][C@H:18]3[C@@H:22]([O:23][CH2:24][CH3:25])[CH2:21][N:20]([C:26]([O:28][CH2:29][C:30]4[CH:35]=[CH:34][CH:33]=[CH:32][CH:31]=4)=[O:27])[CH2:19]3)=[N:13][C:14]=2[CH2:15][CH3:16])=C(C)C=1.[CH3:40][O:41][C:42]1[N:47]=[C:46]([CH3:48])[C:45](B(O)O)=[CH:44][CH:43]=1>>[CH2:36]([C:11]1[C:12]([NH:17][C@H:18]2[C@@H:22]([O:23][CH2:24][CH3:25])[CH2:21][N:20]([C:26]([O:28][CH2:29][C:30]3[CH:31]=[CH:32][CH:33]=[CH:34][CH:35]=3)=[O:27])[CH2:19]2)=[N:13][C:14]([CH2:15][CH3:16])=[C:9]([C:45]2[C:46]([CH3:48])=[N:47][C:42]([O:41][CH3:40])=[CH:43][CH:44]=2)[N:10]=1)[CH3:37]. Procedure details: Following the procedure for the preparation of benzyl (3R,4S)-3-({5-[6-(dimethylamino)-4-methylpyridin-3-yl]-3,6-diethylpyrazin-2-yl}amino)-4-ethoxypyrrolidine-1-carboxylate but substituting 6-methoxy-2-methylpyridin-3-ylboronic acid provided the title compound as an oil: 1H NMR (400 MHz, CDCl3) δ) 7.41–7.36, 6.64, 5.17–5.15, 4.78, 4.11, 4.02–3.97, 3.73–3.35, 2.70, 2.46, 2.28, 1.32–1.21, 1.13; IR (liq.) 2236 (w), 2018 (w), 1949 (w), 1709 (s), 1596, 1565, 1499, 1474 (s), 1420 (s), 1396, 1360, 135... As a reaction SMILES: [Cl:1][C:2]1[CH:3]=[C:4]([CH:14]=[CH:15][CH:16]=1)[CH2:5][N:6]1[CH2:11][CH2:10][C:9](=O)[CH2:8][C:7]1=[O:13].[CH3:17][NH:18][NH2:19]>C(O)C>[Cl:1][C:2]1[CH:3]=[C:4]([CH:14]=[CH:15][CH:16]=1)[CH2:5][N:6]1[CH2:11][CH2:10][C:9](=[N:19][NH:18][CH3:17])[CH2:8][C:7]1=[O:13]. Procedure: 1-(3-Chlorobenzyl)piperidine-2,4-dione (1.2 g) was dissolved in ethanol (25 ml), and methylhydrazine (0.5 ml) was added. The mixture was heated under reflux for 1 hr. The reaction mixture was concentrated under reduced pressure and the obtained residue was purified by silica gel column chromatography (chloroform:methanol=95:1) to give 1-(3-chlorobenzyl)-4-(methylhydrazono)piperidin-2-one (1.05 g). Run in C(C)O (ethanol). Reactants: ClC=1C=C(CN2C(CC(CC2)=O)=O)C=CC1 (1-(3-Chlorobenzyl)piperidine-2,4-dione), CNN (methylhydrazine). The product is ClC=1C=C(CN2C(CC(CC2)=NNC)=O)C=CC1 (1-(3-chlorobenzyl)-4-(methylhydrazono)piperidin-2-one). As a reaction SMILES: [Br:1][C:2]1[CH:19]=[CH:18][C:5]2[NH:6][C:7]([C:9]3[CH:14]=[CH:13][C:12]([C:15](=[O:17])[CH3:16])=[CH:11][CH:10]=3)=[N:8][C:4]=2[CH:3]=1.CO[CH:22](OC)[N:23]([CH3:25])[CH3:24]>CN(C)C=O>[Br:1][C:2]1[CH:19]=[CH:18][C:5]2[NH:6][C:7]([C:9]3[CH:10]=[CH:11][C:12]([C:15](=[O:17])/[CH:16]=[CH:22]/[N:23]([CH3:25])[CH3:24])=[CH:13][CH:14]=3)=[N:8][C:4]=2[CH:3]=1. Run in CN(C=O)C (N,N-dimethylformamide). Starting materials: BrC1=CC2=C(NC(=N2)C2=CC=C(C=C2)C(C)=O)C=C1 (1-[4-(5-bromo-1H-benz[d]imidazol-2-yl)phenyl]-1-ethanone), COC(N(C)C)OC (N,N-dimethylformamide dimethyl acetal). Reaction conditions: temperature 100 celsius. Product: BrC1=CC2=C(NC(=N2)C2=CC=C(C=C2)C(\C=C\N(C)C)=O)C=C1 ((E)-1-[4-(5-bromo-1H-benz[d]imidazol-2-yl)phenyl]-3-dimethylamino-2-propen-1-one). Procedure: Subsequently, 1-[4-(5-bromo-1H-benz[d]imidazol-2-yl)phenyl]-1-ethanone (592 mg) and N,N-dimethylformamide dimethyl acetal (468 μL) were dissolved in N,N-dimethylformamide (10 mL), followed by heating at 100° C. for 2 hours. The reaction mixture was concentrated, and the residue was subjected to flash chromatography. Fraction eluted by dichloromethane-methanol (15:1) were concentrated under reduced pressure, followed by recovering the solid through filtration by use of isopropyl ether, to thereby...